describe an organic reaction: reactants, conditions, products, and yield From a dataset of the Open Reaction Database (ORD), a public repository of structured organic reaction records. Starting materials: CCCCCC, CN(C)C=O, O=C(c1ccc(F)cc1Cl)N1Cc2cccn2Cc2ccccc21, FC(F)(F)c1cc[nH]n1, [H-], [Na+]. The product is O=C(c1ccc(-n2ccc(C(F)(F)F)n2)cc1Cl)N1Cc2cccn2Cc2ccccc21. RXN SMILES: [CH3:27][CH2:28][CH2:29][CH2:30][CH2:31][CH3:32].[CH3:42][N:43]([CH3:44])[CH:45]=[O:46].[Cl:1][c:2]1[c:3]([C:9](=[O:10])[N:11]2[CH2:12][c:13]3[n:14]([cH:22][cH:23][cH:24]3)[CH2:15][c:16]3[c:17]2[cH:18][cH:19][cH:20][cH:21]3)[cH:4][cH:5][c:6]([F:8])[cH:7]1.[F:33][C:34]([c:35]1[n:36][nH:37][cH:38][cH:39]1)([F:40])[F:41].[H-:25].[Na+:26]>>[Cl:1][c:2]1[c:3]([C:9](=[O:10])[N:11]2[CH2:12][c:13]3[n:14]([cH:22][cH:23][cH:24]3)[CH2:15][c:16]3[c:17]2[cH:18][cH:19][cH:20][cH:21]3)[cH:4][cH:5][c:6](-[n:37]2[n:36][c:35]([C:34]([F:33])([F:40])[F:41])[cH:39][cH:38]2)[cH:7]1. RXN SMILES: [CH3:16][C:17](=[O:18])[OH:19].[N:1]([OH:2])=[C:3]1[CH:4]([CH2:8][CH2:9][CH2:10][C:11](=[O:12])[O:13][CH2:14][CH3:15])[CH2:5][CH2:6][CH2:7]1.[Pt:20]=[O:21]>>[NH2:1][CH:3]1[CH:4]([CH2:8][CH2:9][CH2:10][C:11](=[O:12])[O:13][CH2:14][CH3:15])[CH2:5][CH2:6][CH2:7]1. Starting materials: CC(=O)O, CCOC(=O)CCCC1CCCC1=NO, O=[Pt]. Yields the product CCOC(=O)CCCC1CCCC1N. Starting materials: O=C(O)c1c(F)c(F)c(F)c(F)c1C(=O)O, O. Yields the product O=C(O)c1cc(F)c(F)c(F)c1F. RXN SMILES: [F:1][c:2]1[c:3]([C:14](=[O:15])[OH:16])[c:4]([C:5]([OH:6])=[O:7])[c:8]([F:13])[c:9]([F:12])[c:10]1[F:11].[OH2:17]>>[F:1][c:2]1[c:3]([C:14](=[O:15])[OH:16])[cH:4][c:8]([F:13])[c:9]([F:12])[c:10]1[F:11].